This data is from the Open Reaction Database (ORD), a public repository of structured organic reaction records. The task is: describe an organic reaction: reactants, conditions, products, and yield The reactants are COc1ccc(Cn2ncc3c4c(cnc32)CC(NC(=O)c2ccccc2)CC4)cc1, Cc1ccccc1, O=C(O)C(F)(F)F. Product: O=C(NC1CCc2c(cnc3[nH]ncc23)C1)c1ccccc1. RXN SMILES: [CH3:1][O:2][c:3]1[cH:4][cH:5][c:6]([CH2:7][n:8]2[n:9][cH:10][c:11]3[c:12]2[n:13][cH:14][c:15]2[c:20]3[CH2:19][CH2:18][CH:17]([NH:21][C:22]([c:23]3[cH:24][cH:25][cH:26][cH:27][cH:28]3)=[O:29])[CH2:16]2)[cH:30][cH:31]1.[CH3:39][c:40]1[cH:41][cH:42][cH:43][cH:44][cH:45]1.[OH:32][C:33]([C:34]([F:35])([F:36])[F:37])=[O:38]>>[nH:8]1[n:9][cH:10][c:11]2[c:12]1[n:13][cH:14][c:15]1[c:20]2[CH2:19][CH2:18][CH:17]([NH:21][C:22]([c:23]2[cH:24][cH:25][cH:26][cH:27][cH:28]2)=[O:29])[CH2:16]1. Reactants: [H-].[Al+3].[Li+].[H-].[H-].[H-] (lithium aluminum hydride), C(CC)(=O)C1=CNC2=CC(=CC=C12)C(=O)OC (methyl 3-propionylindole-6-carboxylate). Run in O1CCCC1 (tetrahydrofuran), O1CCCC1 (tetrahydrofuran). Product: OCC1=CC=C2C(=CNC2=C1)CCC (6-hydroxymethyl-3-propylindole). Isolated yield 91.6%. RXN SMILES: [H-].[Al+3].[Li+].[H-].[H-].[H-].[C:7]([C:11]1[C:19]2[C:14](=[CH:15][C:16]([C:20](OC)=[O:21])=[CH:17][CH:18]=2)[NH:13][CH:12]=1)(=O)[CH2:8][CH3:9]>O1CCCC1>[OH:21][CH2:20][C:16]1[CH:15]=[C:14]2[C:19]([C:11]([CH2:7][CH2:8][CH3:9])=[CH:12][NH:13]2)=[CH:18][CH:17]=1 |f:0.1.2.3.4.5|. Reported procedure: A suspension of lithium aluminum hydride (1.71 g) in dry tetrahydrofuran (90 ml) was added slowly via cannula to methyl 3-propionylindole-6-carboxylate (1.6 g) as a stirred suspension in dry tetrahydrofuran (60 ml) under an atmosphere of nitrogen. After addition was complete, the mixture was heated to reflux for 90 min, then cooled and poured carefully onto ice (200 ml). The mixture was extracted with ethyl acetate; the extracts were washed (water (twice), brine), dried (MgSO4) and evaporated to... Starting materials: CN1CCNCC1, CCO, Cc1cc2c(s1)Nc1ccccc1N=C2N, O. Product: Cc1cc2c(s1)Nc1ccccc1N=C2N1CCN(C)CC1. RXN SMILES: [CH3:17][N:18]1[CH2:19][CH2:20][NH:21][CH2:22][CH2:23]1.[CH3:24][CH2:25][OH:26].[NH2:1][C:2]1=[N:8][c:7]2[c:6]([cH:12][cH:11][cH:10][cH:9]2)[NH:5][c:4]2[c:3]1[cH:15][c:14]([CH3:16])[s:13]2.[OH2:27]>>[N:1]1([C:2]2=[N:8][c:7]3[c:6]([cH:12][cH:11][cH:10][cH:9]3)[NH:5][c:4]3[c:3]2[cH:15][c:14]([CH3:16])[s:13]3)[CH2:20][CH2:19][N:18]([CH3:17])[CH2:23][CH2:22]1. Starting materials: C[Si](C)(C)CCN1C(=O)CN(c2ccc(Cc3ccccc3C#N)cc2OCc2ccccc2)S1(=O)=O, CCCC[N+](CCCC)(CCCC)CCCC, C1CCOC1, [F-]. Product: N#Cc1ccccc1Cc1ccc(N2CC(=O)NS2(=O)=O)c(OCc2ccccc2)c1. RXN SMILES: [CH2:1]([c:2]1[cH:3][cH:4][cH:5][cH:6][cH:7]1)[O:8][c:9]1[cH:10][c:11]([CH2:12][c:13]2[c:14]([C:15]#[N:16])[cH:17][cH:18][cH:19][cH:20]2)[cH:21][cH:22][c:23]1[N:24]1[S:25](=[O:36])(=[O:37])[N:26]([CH2:30][CH2:31][Si:32]([CH3:33])([CH3:34])[CH3:35])[C:27](=[O:29])[CH2:28]1.[CH2:39]([N+:40]([CH2:41][CH2:42][CH2:43][CH3:44])([CH2:45][CH2:46][CH2:47][CH3:48])[CH2:49][CH2:50][CH2:51][CH3:52])[CH2:53][CH2:54][CH3:55].[CH2:56]1[O:57][CH2:58][CH2:59][CH2:60]1.[F-:38]>>[CH2:1]([c:2]1[cH:3][cH:4][cH:5][cH:6][cH:7]1)[O:8][c:9]1[cH:10][c:11]([CH2:12][c:13]2[c:14]([C:15]#[N:16])[cH:17][cH:18][cH:19][cH:20]2)[cH:21][cH:22][c:23]1[N:24]1[S:25](=[O:36])(=[O:37])[NH:26][C:27](=[O:29])[CH2:28]1. Starting materials: COC([C@@H](NCCC(C)(C)C)CC(=O)OC)=O (N-neohexyl-L-aspartic acid dimethyl ester), Cl (hydrochloric acid). Yields the product Cl.C(CC(C)(C)C)N[C@@H](CC(=O)O)C(=O)O (N-neohexyl-L-aspartic acid hydrochloride). Yield: 91.0%. As a reaction SMILES: C[O:2][C:3](=[O:17])[C@H:4]([CH2:12][C:13]([O:15]C)=[O:14])[NH:5][CH2:6][CH2:7][C:8]([CH3:11])([CH3:10])[CH3:9].[ClH:18]>>[ClH:18].[CH2:6]([NH:5][C@H:4]([C:3]([OH:17])=[O:2])[CH2:12][C:13]([OH:15])=[O:14])[CH2:7][C:8]([CH3:11])([CH3:10])[CH3:9] |f:2.3|. Reported procedure: A mixture of N-neohexyl-L-aspartic acid dimethyl ester (15 g, 0.061 mol) in 1N hydrochloric acid (350 mL) was heated at reflux for 4 hours to form a clear solution. The mixture was freeze dried to give N-neohexyl-L-aspartic acid hydrochloride as a white solid (14 g, 91%), M.P. 133-138° C., [α]D +14.69 (c=1, water). Anal. Calc'd. for C10H19NO4 --HCl; C, 47.52; H, 7.92; N, 5.54; Cl, 14.05. Found: C, 47.84; H, 8.14; N, 5.31; Cl, 13.08. Starting materials: O=C1NC(=O)c2ccccc21, CC(C)(C)OC(=O)NCC(CNC(=O)OC(C)(C)C)OS(C)(=O)=O, CCCCCC, [K], O. Yields the product CC(C)(C)OC(=O)NCC(CNC(=O)OC(C)(C)C)N1C(=O)c2ccccc2C1=O. RXN SMILES: [C:26]1(=[O:36])[c:27]2[c:28]([cH:32][cH:33][cH:34][cH:35]2)[C:29](=[O:31])[NH:30]1.[CH3:1][S:2]([O:3][CH:6]([CH2:7][NH:8][C:9](=[O:10])[O:11][C:12]([CH3:13])([CH3:14])[CH3:15])[CH2:16][NH:17][C:18](=[O:19])[O:20][C:21]([CH3:22])([CH3:23])[CH3:24])(=[O:4])=[O:5].[CH3:38][CH2:39][CH2:40][CH2:41][CH2:42][CH3:43].[K:25].[OH2:37]>>[CH:6]([CH2:7][NH:8][C:9](=[O:10])[O:11][C:12]([CH3:13])([CH3:14])[CH3:15])([CH2:16][NH:17][C:18](=[O:19])[O:20][C:21]([CH3:22])([CH3:23])[CH3:24])[N:30]1[C:26](=[O:36])[c:27]2[c:28]([cH:32][cH:33][cH:34][cH:35]2)[C:29]1=[O:31].